Dataset: the Open Reaction Database (ORD), a public repository of structured organic reaction records. Task: describe an organic reaction: reactants, conditions, products, and yield Reactants: O=C(CBr)OCc1ccccc1, C1=NCCN1, CN(C)C=O, O. The product is O=C(CN1C=NCC1)OCc1ccccc1. As a reaction SMILES: [Br:11][CH2:12][C:13](=[O:14])[O:15][CH2:16][c:17]1[cH:18][cH:19][cH:20][cH:21][cH:22]1.[CH2:1]1[CH2:2][N:3]=[CH:4][NH:5]1.[CH3:6][N:7]([CH3:8])[CH:9]=[O:10].[OH2:23]>>[CH2:1]1[CH2:2][N:3]([CH2:12][C:13](=[O:14])[O:15][CH2:16][c:17]2[cH:18][cH:19][cH:20][cH:21][cH:22]2)[CH:4]=[N:5]1. Starting materials: C(C)(C)(C)OC(=O)NCCCCCCN (6-(tert-Butoxycarbonylamino)hexylamine), O1C(CCCC1)OCCC1=CC=C(C=O)C=C1 (4-(2-(tetrahydro-2H-pyran-2-yloxy)ethyl)benzaldehyde), [BH4-].[Na+] (Sodium borohydride), O1C(CCCC1)OCCC1=CC=C(C=O)C=C1 (4-(2-(tetrahydro-2H-pyran-2-yloxy)ethyl)benzaldehyde), crude product, resultant solution, C(Cl)Cl (CH2Cl2). The solvent is CCO (EtOH), CO (MeOH). Reaction conditions: time 19 hour. The product is O1C(CCCC1)OCCC1=CC=C(CNCCCCCCNC(OC(C)(C)C)=O)C=C1 (tert-Butyl 6-(4-(2-(tetrahydro-2H-pyran-2-yloxy)ethyl)benzylamino)hexyl-carbamate). As a reaction SMILES: [C:1]([O:5][C:6]([NH:8][CH2:9][CH2:10][CH2:11][CH2:12][CH2:13][CH2:14][NH2:15])=[O:7])([CH3:4])([CH3:3])[CH3:2].[O:16]1[CH2:21][CH2:20][CH2:19][CH2:18][CH:17]1[O:22][CH2:23][CH2:24][C:25]1[CH:32]=[CH:31][C:28]([CH:29]=O)=[CH:27][CH:26]=1.[BH4-].[Na+].C(Cl)Cl>CCO.CO>[O:16]1[CH2:21][CH2:20][CH2:19][CH2:18][CH:17]1[O:22][CH2:23][CH2:24][C:25]1[CH:32]=[CH:31][C:28]([CH2:29][NH:15][CH2:14][CH2:13][CH2:12][CH2:11][CH2:10][CH2:9][NH:8][C:6](=[O:7])[O:5][C:1]([CH3:4])([CH3:3])[CH3:2])=[CH:27][CH:26]=1 |f:2.3|. Procedure: Freshly distilled 1d (5.80 g, 24.8 mmol) was weighed into a 250 mL 3-neck RB flask. Separately 3d (5.878 g, 25.17 mmol) was dissolved in 50 mL of absolute EtOH and the resultant solution added to the 250 mL RB reaction flask and the flask that contained 3d was washed out with 2×15 mL portions of absolute EtOH into the reaction flask. The reaction flask was then stoppered (side-arms) and attached to a double-layer coil condenser (centre-socket) which in turn was connected to a nitrogen-vacuum man... Reactants: ClC(=O)OCC1=CC=CC=C1 (Benzyl chloroformate), N1CC(C1)C(=O)O (3-Azetidinecarboxylic acid), Cl (hydrochloric acid). Run in [OH-].[Na+] (sodium hydroxide), [OH-].[Na+] (sodium hydroxide). Run at temperature 0 celsius, time 16 hour. Yields the product C(C1=CC=CC=C1)OC(=O)N1CC(C1)C(=O)O (1-Benzyloxycarbonyl-3-azetidinecarboxylic acid). The yield is 100.0%. Reaction SMILES: [NH:1]1[CH2:4][CH:3]([C:5]([OH:7])=[O:6])[CH2:2]1.Cl[C:9]([O:11][CH2:12][C:13]1[CH:18]=[CH:17][CH:16]=[CH:15][CH:14]=1)=[O:10].Cl>[OH-].[Na+]>[CH2:12]([O:11][C:9]([N:1]1[CH2:4][CH:3]([C:5]([OH:7])=[O:6])[CH2:2]1)=[O:10])[C:13]1[CH:18]=[CH:17][CH:16]=[CH:15][CH:14]=1 |f:3.4|. Procedure details: 3-Azetidinecarboxylic acid (4.0 g, 39.6 mmol) was dissolved in 1N sodium hydroxide solution (40 mL) and cooled to 0° C. Benzyl chloroformate (5.9 mL, 41 mmol) was added followed by further 1N sodium hydroxide solution (41 mL) dropwise. The mixture was stirred vigorously for 16 hrs then made acidic with 2N hydrochloric acid. This suspension was extracted with dichloromethane (2×100 mL) and the extracts dried over MgSO4. Concentration yielded the title compound (9.3 g, 39.6 mmol, 100%). Starting materials: CC(=O)c1cccnc1N(C)C1CCN(Cc2ccccc2)CC1, [K+], NN, [OH-], O, OCCOCCOCCO. The product is CCc1cccnc1N(C)C1CCN(Cc2ccccc2)CC1. RXN SMILES: [CH2:1]([c:2]1[cH:3][cH:4][cH:5][cH:6][cH:7]1)[N:8]1[CH2:9][CH2:10][CH:11]([N:14]([c:15]2[n:16][cH:17][cH:18][cH:19][c:20]2[C:21]([CH3:22])=[O:23])[CH3:24])[CH2:12][CH2:13]1.[K+:29].[NH2:26][NH2:27].[OH-:28].[OH2:25].[OH:30][CH2:31][CH2:32][O:33][CH2:34][CH2:35][O:36][CH2:37][CH2:38][OH:39]>>[CH2:1]([c:2]1[cH:3][cH:4][cH:5][cH:6][cH:7]1)[N:8]1[CH2:9][CH2:10][CH:11]([N:14]([c:15]2[n:16][cH:17][cH:18][cH:19][c:20]2[CH2:21][CH3:22])[CH3:24])[CH2:12][CH2:13]1. The reactants are ClC1=NC(N2C(NCCC2)=C1)=O (8-chloro-3,4-dihydro-1H-pyrimido[1,6-a]pyrimidin-6(2H)-one), [H-].[Na+] (sodium hydride), BrCC1=CC=CC=C1 ((bromomethyl)benzene). The solvent is CN(C=O)C (N,N-dimethylformamide). Reaction conditions: time 30 minute. Product: C(C1=CC=CC=C1)N1C=2N(CCC1)C(N=C(C2)Cl)=O (1-benzyl-8-chloro-3,4-dihydro-1H-pyrimido[1,6-a]pyrimidin-6(2H)-one). Isolated yield 46.9%. As a reaction SMILES: [Cl:1][C:2]1[CH:11]=[C:6]2[NH:7][CH2:8][CH2:9][CH2:10][N:5]2[C:4](=[O:12])[N:3]=1.[H-].[Na+].Br[CH2:16][C:17]1[CH:22]=[CH:21][CH:20]=[CH:19][CH:18]=1>CN(C)C=O>[CH2:16]([N:7]1[CH2:8][CH2:9][CH2:10][N:5]2[C:4](=[O:12])[N:3]=[C:2]([Cl:1])[CH:11]=[C:6]12)[C:17]1[CH:22]=[CH:21][CH:20]=[CH:19][CH:18]=1 |f:1.2|. Reported procedure: To a suspension of 8-chloro-3,4-dihydro-1H-pyrimido[1,6-a]pyrimidin-6(2H)-one (1 g, 2.32 mmol) and sodium hydride (0.28 g, 6.95 mmol) in N,N-dimethylformamide (10 mL) was added (bromomethyl)benzene (0.40 mL, 2.78 mmol) at room temperature, and stirred for 30 min at r.t. Purification via reverse phase column (0.3% TFA in water/acetonitrile) afforded the title compound (300 mg). Reactants: ClC=1C=C(C=O)C=CC1C1CCCCC1 (3-Chloro-4-cyclohexylbenzaldehyde), C(CC(=O)O)(=O)O (malonic acid), N1CCCCC1 (piperidine), ice water, C(CC(=O)O)(=O)O (malonic acid), Cl (hydrochloric acid). Solvent: N1=CC=CC=C1 (pyridine). Run at time 8 hour. Yields the product ClC=1C=C(C=CC(=O)O)C=CC1C1CCCCC1 (3-chloro-4-cyclohexylcinnamic acid). As a reaction SMILES: [Cl:1][C:2]1[CH:3]=[C:4]([CH:7]=[CH:8][C:9]=1[CH:10]1[CH2:15][CH2:14][CH2:13][CH2:12][CH2:11]1)[CH:5]=O.C(O)(=O)[CH2:17][C:18]([OH:20])=[O:19].N1CCCCC1.Cl>N1C=CC=CC=1>[Cl:1][C:2]1[CH:3]=[C:4]([CH:7]=[CH:8][C:9]=1[CH:10]1[CH2:15][CH2:14][CH2:13][CH2:12][CH2:11]1)[CH:5]=[CH:17][C:18]([OH:20])=[O:19]. Procedure details: 3-Chloro-4-cyclohexylbenzaldehyde (0.1 mole), malonic acid (0.2 moles), and dry pyridine (175 ml) are placed in a 1 l round-bottom flask. The malonic acid is dissolved by shaking on a steam bath and piperidine (0.5 ml) is added. The reaction is allowed to take place on the steam bath for 4 hours. After standing at room temperature overnight, the mixture is refluxed for 1 hour and cooled. The reaction mixture is poured into 250 ml of ice water and acidified with concentrated hydrochloric acid (80... Starting materials: CCOC(=O)CC(Cc1ccc(-c2cc(F)ccc2OC)cc1)NC(=O)OC(C)(C)C, C1COCCO1, Cl. Yields the product Cl, CCOC(=O)CC(N)Cc1ccc(-c2cc(F)ccc2OC)cc1. RXN SMILES: [C:1]([O:2][C:3](=[O:4])[NH:8][CH:9]([CH2:10][C:11](=[O:12])[O:13][CH2:14][CH3:15])[CH2:16][c:17]1[cH:18][cH:19][c:20](-[c:23]2[c:24]([O:30][CH3:31])[cH:25][cH:26][c:27]([F:29])[cH:28]2)[cH:21][cH:22]1)([CH3:5])([CH3:6])[CH3:7].[CH2:32]1[O:33][CH2:34][CH2:35][O:36][CH2:37]1.[ClH:38]>>[ClH:38].[NH2:8][CH:9]([CH2:10][C:11](=[O:12])[O:13][CH2:14][CH3:15])[CH2:16][c:17]1[cH:18][cH:19][c:20](-[c:23]2[c:24]([O:30][CH3:31])[cH:25][cH:26][c:27]([F:29])[cH:28]2)[cH:21][cH:22]1.